Dataset: the Open Reaction Database (ORD), a public repository of structured organic reaction records. Task: describe an organic reaction: reactants, conditions, products, and yield Starting materials: Nc1cccc(Br)c1, CCN(C(C)C)C(C)C, NC(=O)Cc1cccc(Nc2ncnc(Cl)n2)c1. Yields the product NC(=O)Cc1cccc(Nc2ncnc(Nc3cccc(Br)c3)n2)c1. Reaction SMILES: [Br:28][c:29]1[cH:30][c:31]([NH2:32])[cH:33][cH:34][cH:35]1.[CH:19]([N:20]([CH2:21][CH3:22])[CH:23]([CH3:24])[CH3:25])([CH3:26])[CH3:27].[Cl:1][c:2]1[n:3][c:4]([NH:8][c:9]2[cH:10][c:11]([CH2:15][C:16](=[O:17])[NH2:18])[cH:12][cH:13][cH:14]2)[n:5][cH:6][n:7]1>>[c:2]1([NH:32][c:31]2[cH:30][c:29]([Br:28])[cH:35][cH:34][cH:33]2)[n:3][c:4]([NH:8][c:9]2[cH:10][c:11]([CH2:15][C:16](=[O:17])[NH2:18])[cH:12][cH:13][cH:14]2)[n:5][cH:6][n:7]1. Starting materials: CC(=O)OC(C)=O, CC(=O)O, Cn1nc(-n2nccc2N)cc1OC(F)F, O=[N+]([O-])O. RXN SMILES: [CH3:17][C:18]([O:19][C:20](=[O:21])[CH3:22])=[O:23].[CH3:28][C:29](=[O:30])[OH:31].[NH2:1][c:2]1[cH:3][cH:4][n:5][n:6]1-[c:7]1[n:8][n:9]([CH3:16])[c:10]([O:12][CH:13]([F:14])[F:15])[cH:11]1.[OH:24][N+:25]([O-:26])=[O:27]>>[NH2:1][c:2]1[c:3]([N+:25](=[O:24])[O-:26])[cH:4][n:5][n:6]1-[c:7]1[n:8][n:9]([CH3:16])[c:10]([O:12][CH:13]([F:14])[F:15])[cH:11]1. The product is Cn1nc(-n2ncc([N+](=O)[O-])c2N)cc1OC(F)F. The reactants are Cl (hydrochloric acid), COC(=O)C=C(C)N[C@@H](C(=O)[O-])C1=CC=C(C=C1)O.[Na+] (sodium (R)-N-(1-methoxycarbonyl propen-2-yl)-α-amino-p-hydroxyphenylacetate), CC1([C@@H](N2[C@H](S1)[C@@H](C2=O)N)C(=O)O)C (6-APA), ClC(=O)OCC (ethyl chloroformate), solution, CN1CCOCC1 (N-methylmorpholine). Run in CC(CC(C)=O)C (4-methylpentan-2-one), O (water), CC(CC(C)=O)C (4-methylpentan-2-one). Conditions: time 30 minute. The product is CC1([C@@H](N2[C@H](S1)[C@@H](C2=O)NC(=O)[C@@H](C3=CC=C(C=C3)O)N)C(=O)O)C (amoxycillin trihydrate). The yield is 75.5%. RXN SMILES: ClC(OCC)=O.CN1CCOCC1.COC(C=C([NH:21][C@H:22]([C:26]1[CH:31]=[CH:30][C:29]([OH:32])=[CH:28][CH:27]=1)[C:23]([O-:25])=O)C)=O.[Na+].[CH3:34][C:35]1([CH3:47])[S:39][C@@H:38]2[C@H:40]([NH2:43])[C:41](=[O:42])[N:37]2[C@H:36]1[C:44]([OH:46])=[O:45].Cl>CC(C)CC(=O)C.O>[CH3:34][C:35]1([CH3:47])[S:39][C@@H:38]2[C@H:40]([NH:43][C:23]([C@H:22]([NH2:21])[C:26]3[CH:27]=[CH:28][C:29]([OH:32])=[CH:30][CH:31]=3)=[O:25])[C:41](=[O:42])[N:37]2[C@H:36]1[C:44]([OH:46])=[O:45] |f:2.3|. Reported procedure: Meanwhile, 4-methylpentan-2-one (70 ml) was stirred and cooled to 0° and ethyl chloroformate (2.0 ml, 0.0208 mole) and a 1% solution of N-methylmorpholine in 4-methylpentan-2-one (3 ml) was added. The solution was cooled to -5° and sodium (R)-N-(1-methoxycarbonyl propen-2-yl)-α-amino-p-hydroxyphenylacetate (5.87 g, 0.02 mole) was added. The suspension was stirred at 0° to -5° for 30 minutes, cooled to -30° and then added to the solution of 6-APA prepared above. The mixture was stirred at -30° fo... Starting materials: CC1N(C(CC1)=O)CC(=O)OCC (ethyl 2-methyl-5-oxo-1-pyrrolidineacetate), C(C)(C)N(CCN)C(C)C (2-(diisopropylamino)ethylamine). The product is CC(C)N(CCNC(CN1C(CCC1=O)C)=O)C(C)C (N-[2-[Bis(1-methylethyl)amino]ethyl]-2-methyl-5-oxo-1-pyrrolidineacetamide). Reaction SMILES: [CH3:1][CH:2]1[CH2:6][CH2:5][C:4](=[O:7])[N:3]1[CH2:8][C:9]([O:11]CC)=O.[CH:14]([N:17]([CH:21]([CH3:23])[CH3:22])[CH2:18][CH2:19][NH2:20])([CH3:16])[CH3:15]>>[CH3:15][CH:14]([N:17]([CH:21]([CH3:23])[CH3:22])[CH2:18][CH2:19][NH:20][C:9](=[O:11])[CH2:8][N:3]1[C:4](=[O:7])[CH2:5][CH2:6][CH:2]1[CH3:1])[CH3:16]. Reported procedure: From 9.2 g. of ethyl 2-methyl-5-oxo-1-pyrrolidineacetate and 8.7 g. of 2-(diisopropylamino)ethylamine, following the procedure of Example 9, there is obtained N-[2-[Bis(1-methylethyl)amino]ethyl]-2-methyl-5-oxo-1-pyrrolidineacetamide; m.p. 73°-74° C. after recrystallization from hexane.